From a dataset of the Open Reaction Database (ORD), a public repository of structured organic reaction records. describe an organic reaction: reactants, conditions, products, and yield The reactants are [Cl-].[Al+3].[Cl-].[Cl-] (aluminum chloride), CS(=O)(=O)NC1=CC(=C(C=C1OC1=CC=CC=C1)C(=O)C)OC (methyl 4-methylsulfonylamino-2-methoxy-5-phenoxyphenyl ketone), ice water. Solvent: C(Cl)Cl (methylene chloride). Reaction conditions: time 1 hour. The product is OC1=C(C=C(C(=C1)NS(=O)(=O)C)OC1=CC=CC=C1)C(=O)C (methyl 2-hydroxy-4-methylsulfonylamino-5-phenoxyphenyl ketone). Isolated yield 91.8%. RXN SMILES: [CH3:1][S:2]([NH:5][C:6]1[C:11]([O:12][C:13]2[CH:18]=[CH:17][CH:16]=[CH:15][CH:14]=2)=[CH:10][C:9]([C:19]([CH3:21])=[O:20])=[C:8]([O:22]C)[CH:7]=1)(=[O:4])=[O:3].[Cl-].[Al+3].[Cl-].[Cl-]>C(Cl)Cl>[OH:22][C:8]1[CH:7]=[C:6]([NH:5][S:2]([CH3:1])(=[O:4])=[O:3])[C:11]([O:12][C:13]2[CH:18]=[CH:17][CH:16]=[CH:15][CH:14]=2)=[CH:10][C:9]=1[C:19]([CH3:21])=[O:20] |f:1.2.3.4|. Procedure: 10.0 g of methyl 4-methylsulfonylamino-2-methoxy-5-phenoxyphenyl ketone was dissolved in 100 ml of methylene chloride. 3.98 g of aluminum chloride was added thereto in portions in 30 minutes with ice-cooling. The mixture was stirred for 1 hour at 20°-25° C. The reaction mixture was introduced into 100 ml of ice water. The organic layer was separated, washed with water and a saturated aqueous sodium chloride solution in this order, and dried with anhydrous magnesium sulfate. The solvent was remov... Starting materials: CC1C[C@H]2CN[C@@H]([C@H]2C1)CNC(=O)C1=CC=CC=2OCCOC21 (3,4-dihydro-benzo[1,4]dioxine-5-carboxylic acid-[(1S,2S,5R)-7-methyl-3-aza-bicyclo[3.3.0]oct-2-ylmethyl]-amide), CC=1SC(=C(N1)C(=O)O)C=1C=C(C=CC1)C (2-methyl-5-m-tolyl-thiazole-4-carboxylic acid). The product is CC1C[C@H]2CN([C@@H]([C@H]2C1)CNC(=O)C1=CC=CC=2OCCOC21)C(=O)C=2N=C(SC2C=2C=C(C=CC2)C)C (2,3-Dihydro-benzo[1,4]dioxine-5-carboxylic acid-(1S,2S,5R)-[7-methyl-3-(2-methyl-5-m-tolyl-thiazole-4-carbonyl)-3-aza-bicyclo[3.3.0]oct-2-ylmethyl]-amide). RXN SMILES: [CH3:1][CH:2]1[CH2:9][C@H:8]2[C@H:4]([CH2:5][NH:6][C@@H:7]2[CH2:10][NH:11][C:12]([C:14]2[C:23]3[O:22][CH2:21][CH2:20][O:19][C:18]=3[CH:17]=[CH:16][CH:15]=2)=[O:13])[CH2:3]1.[CH3:24][C:25]1[S:26][C:27]([C:33]2[CH:34]=[C:35]([CH3:39])[CH:36]=[CH:37][CH:38]=2)=[C:28]([C:30](O)=[O:31])[N:29]=1>>[CH3:1][CH:2]1[CH2:9][C@H:8]2[C@H:4]([CH2:5][N:6]([C:30]([C:28]3[N:29]=[C:25]([CH3:24])[S:26][C:27]=3[C:33]3[CH:34]=[C:35]([CH3:39])[CH:36]=[CH:37][CH:38]=3)=[O:31])[C@@H:7]2[CH2:10][NH:11][C:12]([C:14]2[C:23]3[O:22][CH2:21][CH2:20][O:19][C:18]=3[CH:17]=[CH:16][CH:15]=2)=[O:13])[CH2:3]1. Reported procedure: prepared by reaction of 3,4-dihydro-benzo[1,4]dioxine-5-carboxylic acid-[(1S,2S,5R)-7-methyl-3-aza-bicyclo[3.3.0]oct-2-ylmethyl]-amide with 2-methyl-5-m-tolyl-thiazole-4-carboxylic acid. Reactants: C(CCCCCC)Cl (n-heptyl chloride), [Cl-].[NH4+] (ammonium chloride), C1(=CC=CC=C1)[Mg]Cl (phenylmagnesium chloride). Reagents/catalysts: C(C)(=O)[O-].[Pd+2].C(C)(=O)[O-] (palladium (II) acetate), C1(=CC=CC=C1)[B-](C1=CC=CC=C1)(C1=CC=CC=C1)C1=CC=CC=C1.C1(CCCCC1)[PH+](C1CCCCC1)C1CCCCC1 (tricyclohexylphosphonium tetraphenylborate). The solvent is CN1C(CCC1)=O (N-methylpyrrolidinone), O1CCCC1 (tetrahydrofuran), O1CCCC1 (tetrahydrofuran). The product is C1(=CC=CC=C1)CCCCCCC (1-phenylheptane). RXN SMILES: [CH2:1](Cl)[CH2:2][CH2:3][CH2:4][CH2:5][CH2:6][CH3:7].[C:9]1([Mg]Cl)[CH:14]=[CH:13][CH:12]=[CH:11][CH:10]=1.[Cl-].[NH4+]>C([O-])(=O)C.[Pd+2].C([O-])(=O)C.C1([B-](C2C=CC=CC=2)(C2C=CC=CC=2)C2C=CC=CC=2)C=CC=CC=1.C1([PH+](C2CCCCC2)C2CCCCC2)CCCCC1.O1CCCC1.CN1CCCC1=O>[C:9]1([CH2:1][CH2:2][CH2:3][CH2:4][CH2:5][CH2:6][CH3:7])[CH:14]=[CH:13][CH:12]=[CH:11][CH:10]=1 |f:2.3,4.5.6,7.8|. Procedure: A 30-ml four-necked flask was equipped with a stirrer, a thermometer, a dropping funnel and a reflux condenser. 0.027 g (0.12 mmol) of palladium (II) acetate and 7 ml of N-methylpyrrolidinone were weighed in the flask, followed by stirring. Further, 0.072 g (0.12 mmol) of tricyclohexylphosphonium tetraphenylborate obtained in Example A-4 was weighed in air and added into the flask. The flask was purged with argon, followed by stirring at 25° C. for 30 minutes. 0.404 g (3 mmol) of n-heptyl chlori... Starting materials: ON1C(C(=C(C1=O)N1C(CCC1=O)=O)CC1(C(CCCC1)(NC(CCCCC)=O)NC(CCCCC)=O)NC(CCCCC)=O)=O (N-hydroxysuccinimidyltricaproamidocyclohexylmethylmaleimide), CN(C=O)C (dimethylformamide). Yields the product NCCCCCC(=O)O (6-aminocaproic acid). Reaction SMILES: ON1[C:6](=[O:7])[C:5](N2C(=O)CCC2=O)=[C:4]([CH2:15][C:16]2(NC(=O)CCCCC)CCCC[C:17]2([NH:30]C(=O)CCCCC)NC(=O)CCCCC)C1=O.CN(C)C=[O:50]>>[NH2:30][CH2:17][CH2:16][CH2:15][CH2:4][CH2:5][C:6]([OH:7])=[O:50]. Procedure: An N-hydroxysuccinimidyltricaproamidocyclohexylmethylmaleimide, a compound having the structure of FIG. 14 of the attached drawings where Z has the structure of FIG. 3, Z' has the structure of FIG. 11, n is 3, and C6H10 is 1,4-cyclohexyl, was then produced from a solution of 100 mg N-hydroxysuceinimidyldicaproamidocyclohexylmethylmaleimide in 2 ml dry dimethylformamide, 23.4 mg 6-aminocaproic acid and 40.5 mg dicyelohexylearbodiimide. A nitrogen atmosphere was established in a flask above the N-... Starting materials: COC(=O)C(Cc1ccc(NC(=O)c2c(Cl)cccc2Cl)cc1)NC(=O)C1(CCN)CCCC1, O=C(Cl)c1cccc(C(F)(F)F)c1. The product is COC(=O)C(Cc1ccc(NC(=O)c2c(Cl)cccc2Cl)cc1)NC(=O)C1(CCNC(=O)c2cccc(C(F)(F)F)c2)CCCC1. As a reaction SMILES: [CH3:1][O:2][C:3]([CH:4]([NH:5][C:6](=[O:7])[C:8]1([CH2:13][CH2:14][NH2:15])[CH2:9][CH2:10][CH2:11][CH2:12]1)[CH2:16][c:17]1[cH:18][cH:19][c:20]([NH:23][C:24](=[O:25])[c:26]2[c:27]([Cl:33])[cH:28][cH:29][cH:30][c:31]2[Cl:32])[cH:21][cH:22]1)=[O:34].[F:35][C:36]([c:37]1[cH:38][c:39]([C:40](=[O:41])[Cl:42])[cH:43][cH:44][cH:45]1)([F:46])[F:47]>>[CH3:1][O:2][C:3]([CH:4]([NH:5][C:6](=[O:7])[C:8]1([CH2:13][CH2:14][NH:15][C:40]([c:39]2[cH:38][c:37]([C:36]([F:35])([F:46])[F:47])[cH:45][cH:44][cH:43]2)=[O:41])[CH2:9][CH2:10][CH2:11][CH2:12]1)[CH2:16][c:17]1[cH:18][cH:19][c:20]([NH:23][C:24](=[O:25])[c:26]2[c:27]([Cl:33])[cH:28][cH:29][cH:30][c:31]2[Cl:32])[cH:21][cH:22]1)=[O:34]. Reactants: COC(=O)C(Cc1ccc(-c2c(C(F)(F)F)cc(C)n(C)c2=O)cc1)NC(=O)c1c(Cl)cccc1Cl, CCO, [Na+], [OH-]. The product is Cc1cc(C(F)(F)F)c(-c2ccc(CC(NC(=O)c3c(Cl)cccc3Cl)C(=O)O)cc2)c(=O)n1C. Reaction SMILES: [CH3:1][O:2][C:3]([CH:4]([NH:5][C:6](=[O:7])[c:8]1[c:9]([Cl:15])[cH:10][cH:11][cH:12][c:13]1[Cl:14])[CH2:16][c:17]1[cH:18][cH:19][c:20](-[c:23]2[c:24](=[O:35])[n:25]([CH3:34])[c:26]([CH3:33])[cH:27][c:28]2[C:29]([F:30])([F:31])[F:32])[cH:21][cH:22]1)=[O:36].[CH3:39][CH2:40][OH:41].[Na+:38].[OH-:37]>>[O:2]=[C:3]([CH:4]([NH:5][C:6](=[O:7])[c:8]1[c:9]([Cl:15])[cH:10][cH:11][cH:12][c:13]1[Cl:14])[CH2:16][c:17]1[cH:18][cH:19][c:20](-[c:23]2[c:24](=[O:35])[n:25]([CH3:34])[c:26]([CH3:33])[cH:27][c:28]2[C:29]([F:30])([F:31])[F:32])[cH:21][cH:22]1)[OH:36]. Product: C(#N)C=1C(=NC(=NC1NC(CC)CC)C)N1CCC2=CC(=CC(=C12)Cl)Cl (5-cyano-4-(5,7-dichloro-2,3-dihydro-1H-indol-1-yl)-6-(1-ethylpropylamino)-2-methylpyrimidine). Procedure: 4-(5,7-Dichloro-2,3-dihydro-1H-indol-1-yl)-6-(1-ethylpropylamino)-5-iodo-2-methylpyrimidine (450 mg, 0.92 mmol) was heated at 140° C. in 5 mL DMF with CuCN (111 mg, 1.23 mmol) and NaCN (84 mg, 1.70 mmol) for 6 h. The reaction was poured into 20 mL 9:1 NH4Cl/NH4OH and stirred for 20 min. The product was extracted with EtOAc (100 mL) and the EtOAc was washed with water (20 mL), brine, dried over (MgSO4) and stripped in vacuo. The residue was chromatographed on silica gel using 20% EtOAc/hexanes as... Solvent: CN(C)C=O (DMF). Isolated yield 22.3%. RXN SMILES: [Cl:1][C:2]1[CH:3]=[C:4]2[C:8](=[C:9]([Cl:11])[CH:10]=1)[N:7]([C:12]1[C:17](I)=[C:16]([NH:19][CH:20]([CH2:23][CH3:24])[CH2:21][CH3:22])[N:15]=[C:14]([CH3:25])[N:13]=1)[CH2:6][CH2:5]2.[C:26]([Cu])#[N:27].[C-]#N.[Na+].[NH4+].[Cl-].[NH4+].[OH-]>CN(C=O)C>[C:26]([C:17]1[C:12]([N:7]2[C:8]3[C:4](=[CH:3][C:2]([Cl:1])=[CH:10][C:9]=3[Cl:11])[CH2:5][CH2:6]2)=[N:13][C:14]([CH3:25])=[N:15][C:16]=1[NH:19][CH:20]([CH2:23][CH3:24])[CH2:21][CH3:22])#[N:27] |f:2.3,4.5.6.7|. Starting materials: ClC=1C=C2CCN(C2=C(C1)Cl)C1=NC(=NC(=C1I)NC(CC)CC)C (4-(5,7-Dichloro-2,3-dihydro-1H-indol-1-yl)-6-(1-ethylpropylamino)-5-iodo-2-methylpyrimidine), C(#N)[Cu] (CuCN), [C-]#N.[Na+] (NaCN), [NH4+].[Cl-].[NH4+].[OH-] (NH4Cl NH4OH). Reaction conditions: time 20 minute.